The task is: describe an organic reaction: reactants, conditions, products, and yield. This data is from the Open Reaction Database (ORD), a public repository of structured organic reaction records. As a reaction SMILES: [CH2:1]([N:3]([CH2:13][C:14]1[CH:15]=[C:16]([CH:24]=[CH:25][CH:26]=1)/[CH:17]=[CH:18]/[C:19]([O:21]CC)=[O:20])[CH2:4][CH:5]=[CH:6][C:7]#[C:8][C:9]([CH3:12])([CH3:11])[CH3:10])[CH3:2].OCC1C=C(C=CC=1)C=O.Cl.C(NC/C=C/C#CC(C)(C)C)C.OCC1OC(C=O)=CC=1.Cl.C(NC/C=C/C#CC(OC)(C)C)C.[OH-].[K+]>>[CH2:1]([N:3]([CH2:13][C:14]1[CH:15]=[C:16]([CH:24]=[CH:25][CH:26]=1)/[CH:17]=[CH:18]/[C:19]([OH:21])=[O:20])[CH2:4][CH:5]=[CH:6][C:7]#[C:8][C:9]([CH3:12])([CH3:11])[CH3:10])[CH3:2] |f:2.3,5.6,7.8|. Starting materials: C(C)N(CC=CC#CC(C)(C)C)CC=1C=C(/C=C/C(=O)OCC)C=CC1 (ethyl (E)-3-(N-ethyl-6,6-dimethyl-2-hepten-4-ynylaminomethyl)cinnamate), OCC1=CC=C(O1)C=O (5-hydroxymethyl-2-furaldehyde), Cl.C(C)NC\C=C\C#CC(C)(C)OC ((E)-N-ethyl-6-methoxy-6-methyl-2-hepten-4-ynylamine hydrochloride), OCC=1C=C(C=O)C=CC1 (3-hydroxymethylbenzaldehyde), Cl.C(C)NC\C=C\C#CC(C)(C)C ((E)-N-ethyl-6,6-dimethyl-2-hepten-4-ynylamine hydrochloride), [OH-].[K+] (potassium hydroxide). Reported procedure: When ethyl (E)-3-(N-ethyl-6,6-dimethyl-2-hepten-4-ynylaminomethyl)cinnamate, prepared by using 3-hydroxymethylbenzaldehyde and (E)-N-ethyl-6,6-dimethyl-2-hepten-4-ynylamine hydrochloride instead of the starting 5-hydroxymethyl-2-furaldehyde and (E)-N-ethyl-6-methoxy-6-methyl-2-hepten-4-ynylamine hydrochloride as in Referential Example 46, is hydrolyzed with potassium hydroxide, (E)-3-(N-ethyl-6,6-dimethyl-2-hepten-4-ynylaminomethyl) cinnamic acid is obtained. Product: C(C)N(CC=CC#CC(C)(C)C)CC=1C=C(/C=C/C(=O)O)C=CC1 ((E)-3-(N-ethyl-6,6-dimethyl-2-hepten-4-ynylaminomethyl) cinnamic acid). Starting materials: IC1=CC=C(C=C1)[C@@H]1[C@@H]([C@H]2CC[C@@H](C1)N2C)C(=O)OC (3β-(4-iodophenyl)-2β-(carbomethoxy)tropane), [BH4-].[Li+] (lithium borohydride). Run in C(C)OCC (ethyl ether). Run at time 2 hour. Product: OC[C@@H]1[C@H]2CC[C@@H](C[C@@H]1C1=CC=C(C=C1)I)N2C (2β-hydroxymethyl-3β-(4-iodophenyl) tropane). RXN SMILES: [I:1][C:2]1[CH:7]=[CH:6][C:5]([C@H:8]2[CH2:14][C@H:13]3[N:15]([CH3:16])[C@H:10]([CH2:11][CH2:12]3)[C@H:9]2[C:17](OC)=[O:18])=[CH:4][CH:3]=1.[BH4-].[Li+]>C(OCC)C>[OH:18][CH2:17][C@H:9]1[C@@H:8]([C:5]2[CH:4]=[CH:3][C:2]([I:1])=[CH:7][CH:6]=2)[CH2:14][C@H:13]2[N:15]([CH3:16])[C@@H:10]1[CH2:11][CH2:12]2 |f:1.2|. Procedure: As shown in FIG. 1, 5 mmol 3β-(4-iodophenyl)-2β-(carbomethoxy)tropane (β-CIT (1)) is dissolved in 25 ml ethyl ether at 0° C., and 2 equivalents of lithium borohydride (LiBH4) are added. The temperature is raised to room temperature, and stirring is continued for approximately 2 hr. The reaction is quenched with water and the aqueous phase of the mixture is extracted with methylene chloride. The organic phase is collected and dried over magnesium sulfate and the solvent is removed to give 2β-hydr...